This data is from the Open Reaction Database (ORD), a public repository of structured organic reaction records. The task is: describe an organic reaction: reactants, conditions, products, and yield The reactants are CC=1C=C(C=CC1C)C1=NNC(C2=CC(=CC=C12)OC)=O (4-(3,4-dimethylphenyl)-7-methoxy-2H-phthalazin-1-one), P(=O)(Cl)(Cl)Cl (phosphoryl chloride). Product: ClC1=NN=C(C2=CC=C(C=C12)OC)C1=CC(=C(C=C1)C)C (1-Chloro-4-(3,4-dimethylphenyl)-7-methoxyphthalazine). Reaction SMILES: [CH3:1][C:2]1[CH:3]=[C:4]([C:9]2[C:18]3[C:13](=[CH:14][C:15]([O:19][CH3:20])=[CH:16][CH:17]=3)[C:12](=O)[NH:11][N:10]=2)[CH:5]=[CH:6][C:7]=1[CH3:8].P(Cl)(Cl)([Cl:24])=O>>[Cl:24][C:12]1[C:13]2[C:18](=[CH:17][CH:16]=[C:15]([O:19][CH3:20])[CH:14]=2)[C:9]([C:4]2[CH:5]=[CH:6][C:7]([CH3:8])=[C:2]([CH3:1])[CH:3]=2)=[N:10][N:11]=1. Procedure: This compound is obtained according to the procedure described in 1.3. by reacting 4-(3,4-dimethylphenyl)-7-methoxy-2H-phthalazin-1-one with phosphoryl chloride. Reactants: C(#N)NC(=N)NC1CC1 (N-cyano-N'-cyclopropylguanidine), Cl.N1CCOCC1 (morpholine hydrochloride). Solvent: C(C)(C)O (isopropyl alcohol). Reaction conditions: temperature 160 celsius. The product is Cl.N1(CCOCC1)C(N)=N (4-morpholinecarboximidamide hydrochloride). Yield: 85.0%. RXN SMILES: C([NH:3][C:4]([NH:6][CH:7]1[CH2:9]C1)=[NH:5])#N.[ClH:10].N1CC[O:14][CH2:13][CH2:12]1>C(O)(C)C>[ClH:10].[N:6]1([C:4](=[NH:5])[NH2:3])[CH2:7][CH2:9][O:14][CH2:13][CH2:12]1 |f:1.2,4.5|. Procedure details: A mixture of 4.0 g (32.3 mmoles) of N-cyano-N'-cyclopropylguanidine and 3.98 g (32.3 mmoles) of morpholine hydrochloride is heated at 160° C. under a nitrogen atmosphere for 2 and a half hours. The solid mass obtained is dissolved in 200 ml of boiling isopropyl alcohol. The mixture is filtered hot and the filtrate is concentrated until a solid suspension appears. The mixture is then cooled to room temperature and 200 ml of diethyl ether are added. The reaction product crystallizes. It is filtere... Reactants: BrC1=CC=C(C(=O)CC(C(=O)O)=C)C=C1 (3-(4-bromobenzoyl)-2-methylenepropionic acid), C(C)(=S)O (thioacetic acid), C(CC)(=S)O (thiopropionic acid). The product is BrC1=CC=C(C(=O)CC(C(=O)O)CSC(CC)=O)C=C1 (3-(4-bromobenzoyl)-2-propionylthiomethylpropionic acid). Yield: 71.0%. RXN SMILES: [Br:1][C:2]1[CH:15]=[CH:14][C:5]([C:6]([CH2:8][C:9](=[CH2:13])[C:10]([OH:12])=[O:11])=[O:7])=[CH:4][CH:3]=1.C(O)(=S)C.[C:20]([OH:24])(=[S:23])[CH2:21][CH3:22]>>[Br:1][C:2]1[CH:3]=[CH:4][C:5]([C:6]([CH2:8][CH:9]([CH2:13][S:23][C:20](=[O:24])[CH2:21][CH3:22])[C:10]([OH:12])=[O:11])=[O:7])=[CH:14][CH:15]=1. Procedure details: Following the procedure of Example 1 using 26.9 g of 3-(4-bromobenzoyl)-2-methylenepropionic acid and 10 ml of thiopropionic acid in place of 19.0 g of 3-benzoyl-2-methylenepropionic acid and 8.0 ml of thioacetic acid, respectively, there was obtained 25.5 g (yield: 71%) of 3-(4-bromobenzoyl)-2-propionylthiomethylpropionic acid as crystals.